Dataset: the Open Reaction Database (ORD), a public repository of structured organic reaction records. Task: describe an organic reaction: reactants, conditions, products, and yield Starting materials: CC(C)(C)OC(=O)CCc1ccnc(-c2nc(=O)c3ccc(Cl)cc3s2)c1, O=C(O)C(F)(F)F. Yields the product O=C(O)CCc1ccnc(-c2nc(=O)c3ccc(Cl)cc3s2)c1. RXN SMILES: [Cl:1][c:2]1[cH:3][c:4]2[c:5]([c:6](=[O:25])[n:7][c:8](-[c:10]3[n:11][cH:12][cH:13][c:14]([CH2:16][CH2:17][C:18](=[O:19])[O:20][C:21]([CH3:22])([CH3:23])[CH3:24])[cH:15]3)[s:9]2)[cH:26][cH:27]1.[OH:28][C:29]([C:30]([F:31])([F:32])[F:33])=[O:34]>>[Cl:1][c:2]1[cH:3][c:4]2[c:5]([c:6](=[O:25])[n:7][c:8](-[c:10]3[n:11][cH:12][cH:13][c:14]([CH2:16][CH2:17][C:18](=[O:19])[OH:20])[cH:15]3)[s:9]2)[cH:26][cH:27]1. Starting materials: ClC1=C(C(=CC(=C1)C)C)N1C=2C(CCC1)=C(N(N2)C)N (7-(2-chloro-4,6-dimethylphenyl)-2-methyl-4,5,6,7-tetrahydro-2H-pyrazolo[3,4-b]pyridin-3-ylamine), CN1N=C2N(CCCC2=C1N)C1=C(C=C(C=C1C)C)C (2-Methyl-7-(2,4,6-trimethyl-phenyl)-4,5,6,7-tetrahydro-2H-pyrazolo[3,4-b]pyridin-3-ylamine). The product is C(CC)NC=1N(N=C2N(CCCC21)C2=C(C=C(C=C2C)C)C)C (propyl 7-(2,4,6-trimethylphenyl)-2-methyl-4,5,6,7-tetrahydro-2H-pyrazolo[3,4-b]pyridin-3-ylamine). As a reaction SMILES: Cl[C:2]1[CH:7]=C(C)C=C(C)[C:3]=1N1CCCC2=C(N)N(C)N=C12.[CH3:21][N:22]1[C:30]([NH2:31])=[C:29]2[C:24]([N:25]([C:32]3[C:37]([CH3:38])=[CH:36][C:35]([CH3:39])=[CH:34][C:33]=3[CH3:40])[CH2:26][CH2:27][CH2:28]2)=[N:23]1>>[CH2:3]([NH:31][C:30]1[N:22]([CH3:21])[N:23]=[C:24]2[C:29]=1[CH2:28][CH2:27][CH2:26][N:25]2[C:32]1[C:37]([CH3:38])=[CH:36][C:35]([CH3:39])=[CH:34][C:33]=1[CH3:40])[CH2:2][CH3:7]. Procedure details: Compound 5-55 was prepared according to the procedure in Example 15, steps 1 and 2, except that in step 1, 7-(2-chloro-4,6-dimethylphenyl)-2-methyl-4,5,6,7-tetrahydro-2H-pyrazolo[3,4-b]pyridin-3-ylamine (5-45) was replaced with 2-methyl-7-(2,4,6-trimethyl-phenyl)-4,5,6,7-tetrahydro-2H-pyrazolo[3,4-b]pyridin-3-ylamine (5-44). Reaction conditions: temperature 110 celsius. Procedure details: To a solution of ninhydrin (1.00 g, 5.61 mmol) in acetic acid (20 ml) was added 1-(3-hydroxy-phenyl)-ethanone (0.76 g, 5.61 mmol), followed by heating for 3 hrs at 110° C. The reaction mixture was diluted with methylene chloride, extracted with 2N NaOH aqueous solution, and the concentrated organic layer was purified using column chromatography (ethylacetate:hexane=1:2) to afford the title compound (White, 1.32 g, 79%). Product: C(C)(=O)C1=CC(=C(C=C1)C1(C(C2=CC=CC=C2C1=O)=O)O)O (2-(4-Acetyl-2-hydroxy-phenyl)-2-hydroxy-indan-1,3-dione). As a reaction SMILES: [CH:1]1[CH:6]=[C:5]2[C:7]([C:9]([OH:13])(O)[C:10](=[O:11])[C:4]2=[CH:3][CH:2]=1)=[O:8].[OH:14][C:15]1[CH:16]=[C:17]([C:21](=[O:23])[CH3:22])[CH:18]=[CH:19][CH:20]=1>C(O)(=O)C.C(Cl)Cl>[C:21]([C:17]1[CH:18]=[CH:19][C:20]([C:9]2([OH:13])[C:10](=[O:11])[C:4]3[C:5](=[CH:6][CH:1]=[CH:2][CH:3]=3)[C:7]2=[O:8])=[C:15]([OH:14])[CH:16]=1)(=[O:23])[CH3:22]. The reactants are C1=CC=C2C(=C1)C(=O)C(C2=O)(O)O (ninhydrin), OC=1C=C(C=CC1)C(C)=O (1-(3-hydroxy-phenyl)-ethanone). Yield: 79.4%. Run in C(Cl)Cl (methylene chloride), C(C)(=O)O (acetic acid). Reactants: CCNC(=O)Nc1ccc(-c2nc3c(c(N4CCOCC4C)n2)CCNC3)cc1, O=CO. Product: CCNC(=O)Nc1ccc(-c2nc3c(c(N4CCOCC4C)n2)CCN(C=O)C3)cc1. As a reaction SMILES: [CH2:1]([CH3:2])[NH:3][C:4](=[O:5])[NH:6][c:7]1[cH:8][cH:9][c:10](-[c:13]2[n:14][c:15]([N:23]3[CH:24]([CH3:29])[CH2:25][O:26][CH2:27][CH2:28]3)[c:16]3[c:17]([n:18]2)[CH2:19][NH:20][CH2:21][CH2:22]3)[cH:11][cH:12]1.[CH:30](=[O:31])[OH:32]>>[CH2:1]([CH3:2])[NH:3][C:4](=[O:5])[NH:6][c:7]1[cH:8][cH:9][c:10](-[c:13]2[n:14][c:15]([N:23]3[CH:24]([CH3:29])[CH2:25][O:26][CH2:27][CH2:28]3)[c:16]3[c:17]([n:18]2)[CH2:19][N:20]([CH:30]=[O:31])[CH2:21][CH2:22]3)[cH:11][cH:12]1. The reactants are BrBr (bromine), ClC1=CC=C(C=C1)CC(C(C)=O)(C)C (1-(4-chlorophenyl)-2,2-dimethyl-3-butanone). Solvent: C(Cl)(Cl)Cl (chloroform). Run at time 1 hour. Product: BrCC(C(CC1=CC=C(C=C1)Cl)(C)C)=O (4-bromo-1-(4-chlorophenyl)-2,2-dimethyl-3-butanone). The yield is 97.3%. As a reaction SMILES: [Br:1]Br.[Cl:3][C:4]1[CH:9]=[CH:8][C:7]([CH2:10][C:11]([CH3:16])([CH3:15])[C:12](=[O:14])[CH3:13])=[CH:6][CH:5]=1>C(Cl)(Cl)Cl>[Br:1][CH2:13][C:12](=[O:14])[C:11]([CH3:16])([CH3:15])[CH2:10][C:7]1[CH:6]=[CH:5][C:4]([Cl:3])=[CH:9][CH:8]=1. Reported procedure: 98.8 g (0.62 mol) of bromine are added dropwise to 130 g (0.62 mol) of 1-(4-chlorophenyl)-2,2-dimethyl-3-butanone in 1000 ml of chloroform at room temperature. The reaction mixture is subsequently stirred for 1 hour and is then concentrated. 174.7 g (97.3% of theory) of 4-bromo-1-(4-chlorophenyl)-2,2-dimethyl-3-butanone of refractive index nD20 1.5570 are obtained. The reactants are TEA, ClC1=C(C=C(CN)C=C1)NC1=NC2=C(N1)C=CC(=C2)N2CCCC2 (4-Chloro-3-[5-(pyrrolidin-1-yl)-1H-benzimidazol-2-ylamino]-benzylamine), C1(CC1)S(=O)(=O)Cl (cyclopropylsulfonyl chloride). Conditions: time 8 hour. The product is ClC1=C(C=C(CNS(=O)(=O)C2CC2)C=C1)NC1=NC2=C(N1)C=CC(=C2)N2CCCC2 (N-{4-Chloro-3-[5-(pyrrolidin-1-yl)-1H-benzimidazol-2-ylamino]-benzyl}cyclopropylsulfonamide). As a reaction SMILES: [Cl:1][C:2]1[CH:9]=[CH:8][C:5]([CH2:6][NH2:7])=[CH:4][C:3]=1[NH:10][C:11]1[NH:15][C:14]2[CH:16]=[CH:17][C:18]([N:20]3[CH2:24][CH2:23][CH2:22][CH2:21]3)=[CH:19][C:13]=2[N:12]=1.[CH:25]1([S:28](Cl)(=[O:30])=[O:29])[CH2:27][CH2:26]1>>[Cl:1][C:2]1[CH:9]=[CH:8][C:5]([CH2:6][NH:7][S:28]([CH:25]2[CH2:27][CH2:26]2)(=[O:30])=[O:29])=[CH:4][C:3]=1[NH:10][C:11]1[NH:15][C:14]2[CH:16]=[CH:17][C:18]([N:20]3[CH2:21][CH2:22][CH2:23][CH2:24]3)=[CH:19][C:13]=2[N:12]=1. Procedure details: A TEA solution (0.35 M in DMF, 0.1 mL) was added to a 4-Chloro-3-[5-(pyrrolidin-1-yl)-1H-benzimidazol-2-ylamino]-benzylamine solution (0.12 M in MeCN, 0.1 mL, prepared in analogy to example 4d) followed by a cyclopropylsulfonyl chloride solution (0.12 M in MeCN, 0.1 mL). The mixture was stirred overnight and filtered through basic alumina. The solids were washed with DMF/MeOH 9:1 and the combined filtrates were concentrated to give the title compound. Starting materials: C(C)(C)OC=1C(C(C1OC(C)C)=O)=O (3,4-diisopropoxycyclobut-3-ene-1,2-dione), BrC1=C(C=CC=C1)C1=CC=C(C=C1)C (2-bromo-4'-methylbiphenyl), Example 3 ( a ), C(CCC)[Li] (butyllithium). The solvent is O1CCCC1 (tetrahydrofuran), O1CCCC1 (tetrahydrofuran). Reaction conditions: temperature -70 celsius, time 10 minute. Product: C(C)(C)OC=1C(C(C1C1=C(C=CC=C1)C1=CC=C(C=C1)C)=O)=O (3-isopropoxy-4-(4'-methylbiphenyl-2-yl)cyclobut-3-ene-1,2-dione). Yield: 60.1%. RXN SMILES: Br[C:2]1[CH:7]=[CH:6][CH:5]=[CH:4][C:3]=1[C:8]1[CH:13]=[CH:12][C:11]([CH3:14])=[CH:10][CH:9]=1.C([Li])CCC.[CH:20]([O:23][C:24]1[C:25](=O)[C:26](=[O:32])[C:27]=1[O:28]C(C)C)([CH3:22])[CH3:21]>O1CCCC1>[CH:20]([O:23][C:24]1[C:27](=[O:28])[C:26](=[O:32])[C:25]=1[C:2]1[CH:7]=[CH:6][CH:5]=[CH:4][C:3]=1[C:8]1[CH:13]=[CH:12][C:11]([CH3:14])=[CH:10][CH:9]=1)([CH3:22])[CH3:21]. Reported procedure: To a solution of 2-bromo-4'-methylbiphenyl (9.0 g; obtainable as described in Example 3 (a) and in Gomberg and Pernert, J. Am. Chem. Soc. (1926) Vol 48 p 1373) in tetrahydrofuran (60 ml) was added butyllithium (2.5M in hexanes, 15.3 ml) dropwise at -70° C. under a nitrogen atmosphere over a period of 3 minutes. The mixture was stirred for 10 minutes at -70° C. then added to a solution of 3,4-diisopropoxycyclobut-3-ene-1,2-dione (7.6 g) in tetrahydrofuran (100 ml) at -70° C. under nitrogen over a... The reactants are ClC1=CC=C(CNC2CCCC2)C=C1 (N-4-chlorobenzyl-N-cyclopentylamine), C(CC)N=C=O (propyl isocyanate). Yields the product ClC1=CC=C(CN(C(=O)NCCC)C2CCCC2)C=C1 (N-4-chlorobenzyl-N-cyclopentyl-N'-propylurea). Yield: 73.4%. Reaction SMILES: [Cl:1][C:2]1[CH:14]=[CH:13][C:5]([CH2:6][NH:7][CH:8]2[CH2:12][CH2:11][CH2:10][CH2:9]2)=[CH:4][CH:3]=1.[CH2:15]([N:18]=[C:19]=[O:20])[CH2:16][CH3:17]>>[Cl:1][C:2]1[CH:3]=[CH:4][C:5]([CH2:6][N:7]([CH:8]2[CH2:12][CH2:11][CH2:10][CH2:9]2)[C:19]([NH:18][CH2:15][CH2:16][CH3:17])=[O:20])=[CH:13][CH:14]=1. Reported procedure: In a manner analogous to that described in Example 1, 31 g of N-4-chlorobenzyl-N-cyclopentylamine were reacted with 13 g of propyl isocyanate. 32 g of N-4-chlorobenzyl-N-cyclopentyl-N'-propylurea were obtained. Melting point: 103°-105° C. The reactants are C1COCCN1, C1CCOC1, Cc1ccc(S(=O)(=O)OCCCOc2ccc3[nH]nc(S(=O)(=O)c4cccc5ccccc45)c3c2)cc1. Reaction SMILES: [CH2:38]1[CH2:39][O:40][CH2:41][CH2:42][NH:43]1.[CH2:44]1[O:45][CH2:46][CH2:47][CH2:48]1.[c:1]1([S:11](=[O:12])(=[O:13])[c:14]2[n:15][nH:16][c:17]3[cH:18][cH:19][c:20]([O:23][CH2:24][CH2:25][CH2:26][O:27][S:28]([c:29]4[cH:30][cH:31][c:32]([CH3:33])[cH:34][cH:35]4)(=[O:36])=[O:37])[cH:21][c:22]23)[cH:2][cH:3][cH:4][c:5]2[cH:6][cH:7][cH:8][cH:9][c:10]12>>[c:1]1([S:11](=[O:12])(=[O:13])[c:14]2[n:15][nH:16][c:17]3[cH:18][cH:19][c:20]([O:23][CH2:24][CH2:25][CH2:26][N:43]4[CH2:38][CH2:39][O:40][CH2:41][CH2:42]4)[cH:21][c:22]23)[cH:2][cH:3][cH:4][c:5]2[cH:6][cH:7][cH:8][cH:9][c:10]12. Yields the product O=S(=O)(c1cccc2ccccc12)c1n[nH]c2ccc(OCCCN3CCOCC3)cc12. Starting materials: FC1=C(C=CC(=C1)F)NC1=C(C(=O)CC(=O)OCC)C=C(C(=N1)OC)F (ethyl 2-[2-(2,4-difluorophenylamino)-5-fluoro-6-methoxynicotinoyl]acetate), C(C)(=O)OC(C)=O (acetic anhydride), C(OCC)([O-])[O-] (ethyl ortho-formate), C(C)(=O)OCC (ethyl acetate). Run in O1CCOCC1 (dioxane), O (water), C(C)OCC (diethyl ether). Yields the product FC1=C(C=CC(=C1)F)N1C=C(C(C2=CC(=C(N=C12)OC)F)=O)C(=O)OCC (ethyl 1-(2,4-difluorophenyl)-6-fluoro-1,4-dihydro-7-methoxy-4-oxo-1,8-naphthyridine-3-carboxylate). The yield is 43.8%. As a reaction SMILES: [F:1][C:2]1[CH:7]=[C:6]([F:8])[CH:5]=[CH:4][C:3]=1[NH:9][C:10]1[N:23]=[C:22]([O:24][CH3:25])[C:21]([F:26])=[CH:20][C:11]=1[C:12]([CH2:14][C:15]([O:17][CH2:18][CH3:19])=[O:16])=[O:13].[C:27](OC(=O)C)(=O)C.C([O-])([O-])OCC.C(OCC)(=O)C>O1CCOCC1.C(OCC)C.O>[F:1][C:2]1[CH:7]=[C:6]([F:8])[CH:5]=[CH:4][C:3]=1[N:9]1[C:10]2[C:11](=[CH:20][C:21]([F:26])=[C:22]([O:24][CH3:25])[N:23]=2)[C:12](=[O:13])[C:14]([C:15]([O:17][CH2:18][CH3:19])=[O:16])=[CH:27]1. Procedure: In 1 ml of dioxane were dissolved 100 mg of ethyl 2-[2-(2,4-difluorophenylamino)-5-fluoro-6-methoxynicotinoyl]acetate, 55 mg of acetic anhydride and 60 mg of ethyl ortho-formate, and the resulting solution was subjected to reaction under reflux for 7 hours. Subsequently, the reaction mixture was added to a mixture of 3 ml of ethyl acetate and 3 ml of water, and the organic layer was separated, washed successively with 3 ml of water and 3 ml of saturated aqueous sodium chloride solution, and then...